Dataset: the Open Reaction Database (ORD), a public repository of structured organic reaction records. Task: describe an organic reaction: reactants, conditions, products, and yield The product is CON=Cc1ccc2c(c1)c1c(n2Cc2cccc(F)c2)CCC(NC(=O)C(C)C)C1. Reaction SMILES: [CH3:31][O:32][NH2:33].[ClH:30].[F:1][c:2]1[cH:3][c:4]([CH2:5][n:6]2[c:7]3[cH:8][cH:9][c:10]([CH:25]=[O:26])[cH:11][c:12]3[c:13]3[c:18]2[CH2:17][CH2:16][CH:15]([NH:19][C:20]([CH:21]([CH3:22])[CH3:23])=[O:24])[CH2:14]3)[cH:27][cH:28][cH:29]1.[cH:34]1[cH:35][cH:36][n:37][cH:38][cH:39]1>>[F:1][c:2]1[cH:3][c:4]([CH2:5][n:6]2[c:7]3[cH:8][cH:9][c:10]([CH:25]=[N:33][O:32][CH3:31])[cH:11][c:12]3[c:13]3[c:18]2[CH2:17][CH2:16][CH:15]([NH:19][C:20]([CH:21]([CH3:22])[CH3:23])=[O:24])[CH2:14]3)[cH:27][cH:28][cH:29]1. Starting materials: CON, Cl, CC(C)C(=O)NC1CCc2c(c3cc(C=O)ccc3n2Cc2cccc(F)c2)C1, c1ccncc1. Starting materials: C(C)(C)(C)OC(CC(CO)NC(=O)OCC=C)=O (3-allyloxycarbonylamino-4-hydroxy-butyric acid tert-butyl ester), ClC1=CC=C(CO)C=C1 (4-chlorobenzylalcohol). The product is C(C=C)OC(NC1C(OC(C1)=O)OCC1=CC=C(C=C1)Cl)=O ([2-(4-Chloro-benzyloxy)-5-oxo-tetrahydro-furan-3-yl]-carbamic acid allyl ester). RXN SMILES: C([O:5][C:6](=[O:18])[CH2:7][CH:8]([NH:11][C:12]([O:14][CH2:15][CH:16]=[CH2:17])=[O:13])[CH2:9][OH:10])(C)(C)C.[Cl:19][C:20]1[CH:27]=[CH:26][C:23]([CH2:24]O)=[CH:22][CH:21]=1>>[CH2:15]([O:14][C:12](=[O:13])[NH:11][CH:8]1[CH2:7][C:6](=[O:5])[O:18][CH:9]1[O:10][CH2:24][C:23]1[CH:26]=[CH:27][C:20]([Cl:19])=[CH:21][CH:22]=1)[CH:16]=[CH2:17]. Procedure: Prepared from 3-allyloxycarbonylamino-4-hydroxy-butyric acid tert-butyl ester as described for 40 using 4-chlorobenzylalcohol to afford the title compound as a white solid. Anti-diastereomer: HPLC (C18 column) 10.924 min; 1H-NMR (500 MHz, CDCl3) δ 2.41 (d, J=8.0 Hz, 1H), 3.02 (dd, J=18.1, 7.8 Hz, 1H), 4.25 (br, 1H), 4.56 (m, 2H), 4.58 (d, J=11.7 Hz, 1H), 4.79 (d, J=11.7 Hz, 1H), 4.99 (br, 1H), 5.22 (dd, J=10.4, 1.1 Hz, 1H), 5.28 (dd, J=17.2, 1.3 Hz, 1H), 5.44 (s, 1H), 5.86 (m, 1H), 7.25 (d, J=8.... The reactants are ClC=1C(=CC2=C(SC(=C2)C2CCCCC2)C1Cl)OC (6,7-dichloro-2-cyclohexyl-5-methoxybenzo[b]thiophene), Cl.N1=CC=CC=C1 (pyridine hydrochloride). The solvent is O (water). Conditions: time 5 hour. Yields the product ClC=1C(=CC2=C(SC(=C2)C2CCCCC2)C1Cl)O (6,7-dichloro-2-cyclohexyl-5-hydroxybenzo[b]thiophene). Reaction SMILES: [Cl:1][C:2]1[C:3]([O:18]C)=[CH:4][C:5]2[CH:9]=[C:8]([CH:10]3[CH2:15][CH2:14][CH2:13][CH2:12][CH2:11]3)[S:7][C:6]=2[C:16]=1[Cl:17].Cl.N1C=CC=CC=1>O>[Cl:1][C:2]1[C:3]([OH:18])=[CH:4][C:5]2[CH:9]=[C:8]([CH:10]3[CH2:15][CH2:14][CH2:13][CH2:12][CH2:11]3)[S:7][C:6]=2[C:16]=1[Cl:17] |f:1.2|. Reported procedure: A mixture of 5.0 of 6,7-dichloro-2-cyclohexyl-5-methoxybenzo[b]thiophene and 50 g of pyridine hydrochloride is stirred at 195° for 5 hrs. The cooled mixture is diluted with 250 ml of water and the resulting aqueous mixture is extracted with 3×250 ml ether. The organic layers are combined, washed with 150 ml of 2N hydrochloric acid, 2×100 ml of water, dried over anhydrous magnesium sulfate and filtered. The solvent is removed and the residue is chromatographed on a silical gel column using hexane... Reactants: C(C)(C)(C)NS(=O)(=O)C1=CC=CC2=C1SC(C2)(C)C (N-t-Butyl-2,3-dihydro-2,2-dimethyl-7-benzo[b]thiophenesulfonamide). Solvent: FC(C(=O)O)(F)F (trifluoroacetic acid). Reaction conditions: temperature 20 celsius. Yields the product CC1(CC2=C(S1)C(=CC=C2)S(=O)(=O)N)C (2,3-Dihydro-2,2-dimethyl-7-benzo[b]thiophenesulfonamide). The yield is 60.1%. As a reaction SMILES: C([NH:5][S:6]([C:9]1[C:14]2[S:15][C:16]([CH3:19])([CH3:18])[CH2:17][C:13]=2[CH:12]=[CH:11][CH:10]=1)(=[O:8])=[O:7])(C)(C)C>FC(F)(F)C(O)=O>[CH3:18][C:16]1([CH3:19])[S:15][C:14]2[C:9]([S:6]([NH2:5])(=[O:8])=[O:7])=[CH:10][CH:11]=[CH:12][C:13]=2[CH2:17]1. Procedure details: A solution of 17.2 g of N-t-butyl-2,3-dihydro-2,2-dimethyl-7-benzo[b]thiophenesulfonamide (Example 13) in 100 ml of trifluoroacetic acid was stirred at 20° C. for 16 hours. The solution was concentrated in vacuo, 100 ml of fresh trifluoroacetic acid was added and the mixture stirred at 20° C. for four more hours. After concentrating the solution in vacuo, the residue was dissolved in methylene chloride and the solution was washed with saturated aqueous sodium bicarbonate followed by brine, then ... Starting materials: ClCCl, COc1cc2c(=O)n(COC(=O)C(C)(C)C)cnc2cc1OCC1CCN(C)CC1, CO, N. Yields the product COc1cc2c(=O)[nH]cnc2cc1OCC1CCN(C)CC1. RXN SMILES: [CH2:34]([Cl:35])[Cl:36].[CH3:2][O:3][c:4]1[cH:5][c:6]2[c:7](=[O:31])[n:8]([CH2:23][O:24][C:25](=[O:26])[C:27]([CH3:28])([CH3:29])[CH3:30])[cH:9][n:10][c:11]2[cH:12][c:13]1[O:14][CH2:15][CH:16]1[CH2:17][CH2:18][N:19]([CH3:22])[CH2:20][CH2:21]1.[CH3:32][OH:33].[NH3:1]>>[CH3:2][O:3][c:4]1[cH:5][c:6]2[c:7](=[O:31])[nH:8][cH:9][n:10][c:11]2[cH:12][c:13]1[O:14][CH2:15][CH:16]1[CH2:17][CH2:18][N:19]([CH3:22])[CH2:20][CH2:21]1.